From a dataset of the Open Reaction Database (ORD), a public repository of structured organic reaction records. describe an organic reaction: reactants, conditions, products, and yield Reactants: ClC1=CC=C(C=C1)C1(N2C(C3=CC=CC=C13)=NCC2)O (5-(4-chlorophenyl)-2,3-dihydro-5H-imidazo[2,1-a]isoindol-5-ol), Cl (hydrochloric acid). Solvent: C(C)O (ethanol). The product is Cl.ClC1=CC=C(C=C1)C(C1=C(C=CC=C1)C=1NCCN1)=O (4'-chloro-2-(2-imidazolin-2-yl)benzophenone hydrochloride). As a reaction SMILES: [Cl:1][C:2]1[CH:7]=[CH:6][C:5]([C:8]2([OH:20])[C:16]3[C:11](=[CH:12][CH:13]=[CH:14][CH:15]=3)[C:10]3=[N:17][CH2:18][CH2:19][N:9]23)=[CH:4][CH:3]=1.Cl>C(O)C>[ClH:1].[Cl:1][C:2]1[CH:7]=[CH:6][C:5]([C:8](=[O:20])[C:16]2[CH:15]=[CH:14][CH:13]=[CH:12][C:11]=2[C:10]2[NH:17][CH2:18][CH2:19][N:9]=2)=[CH:4][CH:3]=1 |f:3.4|. Procedure: Ten grams of 5-(4-chlorophenyl)-2,3-dihydro-5H-imidazo[2,1-a]isoindol-5-ol, as described in Example X, are suspended in 75 ml. of absolute ethanol and then saturated with a continuous flow of hydrochloric acid gas. The resulting solution is filtered, evaporated to dryness and the residue recrystallized from ethanol-ethyl acetate to afford 4'-chloro-2-(2-imidazolin-2-yl)benzophenone hydrochloride, m.p. 170°-2°C., dec., as a white crystalline solid which is soluble in water. Starting materials: C1(=CC=CC=C1)C=1C=C(C(=O)OC)C=CN1 (Methyl 2-phenylisonicotinate). The reagents and catalysts are [Pt](=O)=O (platinum(IV) oxide). Run in C(C)(=O)O (acetic acid). Run at time 2.5 hour. Product: C1(=CC=CC=C1)C1NCCC(C1)C(=O)OC (methyl 2-phenylpiperidine-4-carboxylate). The yield is 113.3%. Reaction SMILES: [C:1]1([C:7]2[CH:8]=[C:9]([CH:14]=[CH:15][N:16]=2)[C:10]([O:12][CH3:13])=[O:11])[CH:6]=[CH:5][CH:4]=[CH:3][CH:2]=1>C(O)(=O)C.[Pt](=O)=O>[C:1]1([CH:7]2[CH2:8][CH:9]([C:10]([O:12][CH3:13])=[O:11])[CH2:14][CH2:15][NH:16]2)[CH:2]=[CH:3][CH:4]=[CH:5][CH:6]=1. Procedure: Methyl 2-phenylisonicotinate (1.83 g, 8.58 mmol) was dissolved in acetic acid (20 mL) and platinum(IV) oxide (0.097 g, 0.43 mmol) added. The resulting mixture was hydrogenated in a Büchi hydrogenator at room temperature and 5 bar for 2.5 h. The catalyst was filtered off and washed with MeOH and the eluate evaporated. DCM and 10% K2CO3 were added and the phases separated. The water phase was extracted with DCM and the combined organic phase washed with brine, passed through a phase separator and ... Reactants: CC(C)(C)OCCN1CCC(Oc2cc(F)cc3nc[nH]c(=O)c23)CC1, CN1CCN(CCCO)CC1, CC(C)(C)[O-], COCCOCCOC, ClCCl, [K+], O. Yields the product CN1CCN(CCCOc2cc(OC3CCN(CCOC(C)(C)C)CC3)c3c(=O)[nH]cnc3c2)CC1. Reaction SMILES: [C:1]([CH3:2])([CH3:3])([CH3:4])[O:5][CH2:6][CH2:7][N:8]1[CH2:9][CH2:10][CH:11]([O:14][c:15]2[c:16]3[c:17](=[O:26])[nH:18][cH:19][n:20][c:21]3[cH:22][c:23]([F:25])[cH:24]2)[CH2:12][CH2:13]1.[CH3:27][N:28]1[CH2:29][CH2:30][N:31]([CH2:34][CH2:35][CH2:36][OH:37])[CH2:32][CH2:33]1.[CH3:38][C:39]([CH3:40])([O-:41])[CH3:42].[CH3:44][O:45][CH2:46][CH2:47][O:48][CH2:49][CH2:50][O:51][CH3:52].[Cl:53][CH2:54][Cl:55].[K+:43].[OH2:56]>>[C:1]([CH3:2])([CH3:3])([CH3:4])[O:5][CH2:6][CH2:7][N:8]1[CH2:9][CH2:10][CH:11]([O:14][c:15]2[c:16]3[c:17](=[O:26])[nH:18][cH:19][n:20][c:21]3[cH:22][c:23]([O:37][CH2:36][CH2:35][CH2:34][N:31]3[CH2:30][CH2:29][N:28]([CH3:27])[CH2:33][CH2:32]3)[cH:24]2)[CH2:12][CH2:13]1. Starting materials: NC1=NC=C(C=C1)OCC (2-amino-5-ethoxypyridine), ClCC(=O)CCl (1,3-dichloroacetone). The solvent is C(OC)COC (dimethoxyethane). Run at temperature 80 celsius, time 30 minute. Yields the product ClCC=1N=C2N(C=C(C=C2)OCC)C1 (2-(chloromethyl)-6-ethoxyimidazo[1,2-a]pyridine). RXN SMILES: [NH2:1][C:2]1[CH:7]=[CH:6][C:5]([O:8][CH2:9][CH3:10])=[CH:4][N:3]=1.[Cl:11][CH2:12][C:13]([CH2:15]Cl)=O>C(COC)OC>[Cl:11][CH2:12][C:13]1[N:1]=[C:2]2[CH:7]=[CH:6][C:5]([O:8][CH2:9][CH3:10])=[CH:4][N:3]2[CH:15]=1. Reported procedure: A mixture of 2-amino-5-ethoxypyridine (1.53 g; prepared by the method of Lombardino, J. Med. Chem. 1981, 24, 39-42), 1,3-dichloroacetone (Aldrich; 1.115 g), and dimethoxyethane (7 mL) is stirred overnight at room temperature. The mixture is concentrated under reduced pressure and ethanol (22.5 mL) is added. After the mixture is stirred for 30 min at 80° C., it is cooled and then concentrated under reduced pressure. The residue is partitioned between dichloromethane and saturated aq. sodium bicar... Starting materials: BrCCC1OCCO1, O=C([O-])[O-], [Na+], [Na+], OC1CNCCC1CNCc1ccccc1. The product is OC1CN(CCC2OCCO2)CCC1CNCc1ccccc1. RXN SMILES: [Br:1][CH2:2][CH2:3][CH:4]1[O:5][CH2:6][CH2:7][O:8]1.[C:25](=[O:26])([O-:27])[O-:28].[Na+:29].[Na+:30].[c:9]1([CH2:15][NH:16][CH2:17][CH:18]2[CH:19]([OH:24])[CH2:20][NH:21][CH2:22][CH2:23]2)[cH:10][cH:11][cH:12][cH:13][cH:14]1>>[CH2:2]([CH2:3][CH:4]1[O:5][CH2:6][CH2:7][O:8]1)[N:21]1[CH2:20][CH:19]([OH:24])[CH:18]([CH2:17][NH:16][CH2:15][c:9]2[cH:10][cH:11][cH:12][cH:13][cH:14]2)[CH2:23][CH2:22]1. Starting materials: CCCC(=O)NN, CC(=O)c1sc(C)nc1C, CC(=O)O, CCO. Yields the product CCCC(=O)NN=C(C)c1sc(C)nc1C. As a reaction SMILES: [C:11]([CH2:12][CH2:13][CH3:14])(=[O:15])[NH:16][NH2:17].[C:1]([CH3:2])(=[O:3])[c:4]1[c:5]([CH3:10])[n:6][c:7]([CH3:9])[s:8]1.[CH3:18][C:19](=[O:20])[OH:21].[CH3:22][CH2:23][OH:24]>>[C:1]([CH3:2])([c:4]1[c:5]([CH3:10])[n:6][c:7]([CH3:9])[s:8]1)=[N:17][NH:16][C:11]([CH2:12][CH2:13][CH3:14])=[O:15].